From a dataset of the Open Reaction Database (ORD), a public repository of structured organic reaction records. describe an organic reaction: reactants, conditions, products, and yield The reactants are CN(C(OC(C)(C)C)=O)C1=NC(=CC=C1)C=1SC2=C(C(N1)=O)C=CC=C2 (tert-butyl methyl[6-(4-oxo-4H-1,3-benzothiazin-2-yl)-2-pyridyl]carbamate), FC(C(=O)O)(F)F (trifluoroacetic acid). Conditions: time 1 hour. Product: CNC1=CC=CC(=N1)C=1SC2=C(C(N1)=O)C=CC=C2 (2-(6-Methylamino-2-pyridyl)-4H-1,3-benzothiazine-4-one). The yield is 76.6%. RXN SMILES: [CH3:1][N:2]([C:10]1[CH:15]=[CH:14][CH:13]=[C:12]([C:16]2[S:17][C:18]3[CH:26]=[CH:25][CH:24]=[CH:23][C:19]=3[C:20](=[O:22])[N:21]=2)[N:11]=1)C(=O)OC(C)(C)C.FC(F)(F)C(O)=O>>[CH3:1][NH:2][C:10]1[N:11]=[C:12]([C:16]2[S:17][C:18]3[CH:26]=[CH:25][CH:24]=[CH:23][C:19]=3[C:20](=[O:22])[N:21]=2)[CH:13]=[CH:14][CH:15]=1. Reported procedure: A mixture of tert-butyl methyl[6-(4-oxo-4H-1,3-benzothiazin-2-yl)-2-pyridyl]carbamate (0.60 g, 1.6 mmol) and trifluoroacetic acid (8 ml) was stirred at room temperature for 1 hr. The reaction mixture was concentrated under reduced pressure to give crystals, which were recrystallized from methanol-diethyl ether to give the titled compound (0.33 g, 74%). Reactants: Fc1ccc(C(F)(F)F)cc1CNc1ncc(Br)cn1, FC(F)(F)c1cc(CBr)cc(C(F)(F)F)c1, O=C([O-])O, CN(C)C=O, CCOC(C)=O, [H-], [Na+], [Na+]. Yields the product Fc1ccc(C(F)(F)F)cc1CN(Cc1cc(C(F)(F)F)cc(C(F)(F)F)c1)c1ncc(Br)cn1. Reaction SMILES: [Br:1][c:2]1[cH:3][n:4][c:5]([NH:8][CH2:9][c:10]2[c:11]([F:20])[cH:12][cH:13][c:14]([C:16]([F:17])([F:18])[F:19])[cH:15]2)[n:6][cH:7]1.[Br:23][CH2:24][c:25]1[cH:26][c:27]([C:35]([F:36])([F:37])[F:38])[cH:28][c:29]([C:31]([F:32])([F:33])[F:34])[cH:30]1.[C:39](=[O:40])([OH:41])[O-:42].[CH3:44][N:45]([CH3:46])[CH:47]=[O:48].[CH3:49][CH2:50][O:51][C:52](=[O:53])[CH3:54].[H-:21].[Na+:22].[Na+:43]>>[Br:1][c:2]1[cH:3][n:4][c:5]([N:8]([CH2:9][c:10]2[c:11]([F:20])[cH:12][cH:13][c:14]([C:16]([F:17])([F:18])[F:19])[cH:15]2)[CH2:24][c:25]2[cH:26][c:27]([C:35]([F:36])([F:37])[F:38])[cH:28][c:29]([C:31]([F:32])([F:33])[F:34])[cH:30]2)[n:6][cH:7]1. Reactants: ClC1=CC=C(C=N1)CC#N ((6-chloropyridin-3-yl)acetonitrile), BrCCCl (1-bromo-2-chloroethane), C(CO)O (1,2-ethanediol), [OH-].[Na+] (sodium hydroxide). The reagents and catalysts are [Cl-].C(C1=CC=CC=C1)[N+](CC)(CC)CC (benzyltriethylammonium chloride). Run at temperature 50 celsius, time 5 hour. Yields the product ClC1=CC=C(C=N1)C1(CC1)C(=O)O (1-(6-Chloropyridin-3-yl)cyclopropanecarboxylic acid). The yield is 85.0%. Reaction SMILES: [Cl:1][C:2]1[N:7]=[CH:6][C:5](CC#N)=[CH:4][CH:3]=1.Br[CH2:12][CH2:13]Cl.[OH-:15].[Na+].[CH2:17]([OH:20])[CH2:18]O>[Cl-].C([N+](CC)(CC)CC)C1C=CC=CC=1>[Cl:1][C:2]1[N:7]=[CH:6][C:5]([C:18]2([C:17]([OH:20])=[O:15])[CH2:13][CH2:12]2)=[CH:4][CH:3]=1 |f:2.3,5.6|. Procedure details: To a stirred mixture of (6-chloropyridin-3-yl)acetonitrile (2.00 g, 0.0131 mol), benzyltriethylammonium chloride (0.2 g, 0.0008 mol), and 1-bromo-2-chloroethane (3.26 mL, 0.0393 mol), was added sodium hydroxide aqueous solution (50%, 3 mL, 0.08 mol) drop-wise at 50° C. The mixture was stirred at 50° C. for 5 h. 1,2-ethanediol (4 mL) was added to the above mixture and stirred at 100° C. overnight. The aqueous layer was acidified to pH ˜1, and extracted with ethyl acetate. The organic layer was wa... Starting materials: O1COC2=C1C=CC(=C2)CCS (2-(1,3-benzodioxol-5-yl)ethanethiol), C(C=C)(=O)N (acrylamide). The solvent is C(C)O (ethanol), C(C)O (ethanol). Product: O1COC2=C1C=CC(=C2)CCSCCC(=O)N (3-[{2-(1,3-Benzodioxol-5-yl)ethyl}thio]propionamide). Isolated yield 60.4%. Reaction SMILES: [O:1]1[C:5]2[CH:6]=[CH:7][C:8]([CH2:10][CH2:11][SH:12])=[CH:9][C:4]=2[O:3][CH2:2]1.[C:13]([NH2:17])(=[O:16])[CH:14]=[CH2:15]>C(O)C>[O:1]1[C:5]2[CH:6]=[CH:7][C:8]([CH2:10][CH2:11][S:12][CH2:15][CH2:14][C:13]([NH2:17])=[O:16])=[CH:9][C:4]=2[O:3][CH2:2]1. Procedure details: 5 g of 2-(1,3-benzodioxol-5-yl)ethanethiol and 4 g of acrylamide were dissolved in 100 ml of ethanol and the solution was heated under reflux to conduct the reaction for 20 h. The reaction mixture was cooled with ice. 100 ml of ethanol was added thereto and crystals thus formed were recovered by filtration to obtain 4.2 g of the intended compound in the form of colorless needles. Starting materials: CN(Cc1ccccc1)C(=O)C=C1CCCc2sccc21, C1CCOC1, [Na+], [OH-]. Yields the product CN(CC=C1CCCc2sccc21)Cc1ccccc1. Reaction SMILES: [CH2:1]([c:2]1[cH:3][cH:4][cH:5][cH:6][cH:7]1)[N:8]([C:9]([CH:10]=[C:11]1[CH2:12][CH2:13][CH2:14][c:15]2[s:16][cH:17][cH:18][c:19]21)=[O:20])[CH3:21].[CH2:24]1[O:25][CH2:26][CH2:27][CH2:28]1.[Na+:23].[OH-:22]>>[CH2:1]([c:2]1[cH:3][cH:4][cH:5][cH:6][cH:7]1)[N:8]([CH2:9][CH:10]=[C:11]1[CH2:12][CH2:13][CH2:14][c:15]2[s:16][cH:17][cH:18][c:19]21)[CH3:21]. The reactants are CCOc1ccc([N+](=O)[O-])cc1-c1nc2cccnc2c(=O)[nH]1, CCO, [Cl-], ClCCl, [Na+], [OH-], O. Product: CCOc1ccc(N)cc1-c1nc2cccnc2c(=O)[nH]1. RXN SMILES: [CH2:1]([CH3:2])[O:3][c:4]1[c:5](-[c:13]2[nH:14][c:15](=[O:23])[c:16]3[c:17]([n:18]2)[cH:19][cH:20][cH:21][n:22]3)[cH:6][c:7]([N+:10]([O-:11])=[O:12])[cH:8][cH:9]1.[CH3:25][CH2:26][OH:27].[Cl-:24].[Cl:31][CH2:32][Cl:33].[Na+:29].[OH-:28].[OH2:30]>>[CH2:1]([CH3:2])[O:3][c:4]1[c:5](-[c:13]2[nH:14][c:15](=[O:23])[c:16]3[c:17]([n:18]2)[cH:19][cH:20][cH:21][n:22]3)[cH:6][c:7]([NH2:10])[cH:8][cH:9]1.